This data is from the Open Reaction Database (ORD), a public repository of structured organic reaction records. The task is: describe an organic reaction: reactants, conditions, products, and yield Starting materials: O=C([O-])[O-], CI, CCOC(C)=O, O=Cc1c(Cl)cc(O)cc1Cl, [K+], [K+], CN(C)C=O, O. The product is COc1cc(Cl)c(C=O)c(Cl)c1. As a reaction SMILES: [C:12](=[O:13])([O-:14])[O-:15].[CH3:18][I:19].[CH3:26][CH2:27][O:28][C:29](=[O:30])[CH3:31].[Cl:1][c:2]1[c:3]([CH:4]=[O:5])[c:6]([Cl:11])[cH:7][c:8]([OH:10])[cH:9]1.[K+:16].[K+:17].[O:20]=[CH:21][N:22]([CH3:23])[CH3:24].[OH2:25]>>[Cl:1][c:2]1[c:3]([CH:4]=[O:5])[c:6]([Cl:11])[cH:7][c:8]([O:10][CH3:12])[cH:9]1. The yield is 36.0%. As a reaction SMILES: [N+:1]([C:4]1[C:11](C)=[CH:10][CH:9]=[CH:8][C:5]=1[CH2:6]Br)([O-:3])=[O:2].[OH-].[Na+].[C:15]([Cl:19])(Cl)([Cl:17])[Cl:16]>[Cl-].C([N+](CC)(CC)CC)C.C(Cl)Cl>[N+:1]([C:4]1[C:5]([CH3:6])=[CH:8][CH:9]=[CH:10][C:11]=1[C:15]([Cl:19])([Cl:17])[Cl:16])([O-:3])=[O:2] |f:1.2,4.5|. The product is [N+](=O)([O-])C1=C(C=CC=C1C)C(Cl)(Cl)Cl (2-Nitro-3-Methylbenzotrichloride). The reagents and catalysts are [Cl-].C(C)[N+](CC)(CC)CC (tetraethyl ammonium chloride). Procedure details: 1.5 gms of 2-nitro-3-methyl benzyl bromide was mixed with 0.05 gms of tetraethyl ammonium chloride in 15 ml of methylene chloride and 10 ml of carbon tetrachloride. 20 ml of 50% sodium hydroxide was added and the mixture refluxed for about 3 hours. After completion of the reaction, the organic layer was separated, washed with water, and the product separated to give 36% yield as determined by GC-Mass spectral analysis. Run in C(Cl)Cl (methylene chloride). Starting materials: [N+](=O)([O-])C1=C(CBr)C=CC=C1C (2-nitro-3-methyl benzyl bromide), C(Cl)(Cl)(Cl)Cl (carbon tetrachloride), [OH-].[Na+] (sodium hydroxide). Reactants: ClC=1C=CC(=C(C1)S(=O)(=O)N1COC2=C1C=C(C=C2C)C(=O)O)OC (3-(5-chloro-2-methoxy-benzenesulfonyl)-7-methyl-2,3-dihydro-benzooxazole-5-carboxylic acid), NC1=CC=C(C(=O)OCC)C=C1 (ethyl 4-aminobenzoate). The product is C(C)OC(C1=CC=C(C=C1)NC(=O)C=1C=C(C2=C(N(CO2)S(=O)(=O)C2=C(C=CC(=C2)Cl)OC)C1)C)=O (4-{[3-(5-chloro-2-methoxy-benzenesulfonyl)-7-methyl-2,3-dihydro-benzooxazole-5-carbonyl]-amino}-benzoic acid ethyl ester). As a reaction SMILES: [Cl:1][C:2]1[CH:3]=[CH:4][C:5]([O:24][CH3:25])=[C:6]([S:8]([N:11]2[C:15]3[CH:16]=[C:17]([C:21](O)=[O:22])[CH:18]=[C:19]([CH3:20])[C:14]=3[O:13][CH2:12]2)(=[O:10])=[O:9])[CH:7]=1.[NH2:26][C:27]1[CH:37]=[CH:36][C:30]([C:31]([O:33][CH2:34][CH3:35])=[O:32])=[CH:29][CH:28]=1>>[CH2:34]([O:33][C:31](=[O:32])[C:30]1[CH:29]=[CH:28][C:27]([NH:26][C:21]([C:17]2[CH:18]=[C:19]([CH3:20])[C:14]3[O:13][CH2:12][N:11]([S:8]([C:6]4[CH:7]=[C:2]([Cl:1])[CH:3]=[CH:4][C:5]=4[O:24][CH3:25])(=[O:10])=[O:9])[C:15]=3[CH:16]=2)=[O:22])=[CH:37][CH:36]=1)[CH3:35]. Procedure details: Reaction of 3-(5-chloro-2-methoxy-benzenesulfonyl)-7-methyl-2,3-dihydro-benzooxazole-5-carboxylic acid with ethyl 4-aminobenzoate in analogy with example 30, step 4 gave 4-{[3-(5-chloro-2-methoxy-benzenesulfonyl)-7-methyl-2,3-dihydro-benzooxazole-5-carbonyl]-amino}-benzoic acid ethyl ester. Orange solid, MS (ISP)=530.9 (M+H)+. Starting materials: BrCCNC(=O)C1=NC=CC=C1 (Pyridine-2-carboxylic acid (2-bromo-ethyl)-amide), N12C[C@@H](C(CC1)CC2)OC(=O)C2(CCCCCC2)C2=CC=CC=C2 (1-phenyl-cycloheptanecarboxylic acid (R)-(1-aza-bicyclo[2.2.2]oct-3-yl)ester), BrCCNC(=O)C1=NC=CC=C1 (pyridine-2-carboxylic acid (2-bromo-ethyl) -amide). Solvent: C(C)#N (acetonitrile). Conditions: time 16 hour. The product is [Br-].C1(=CC=CC=C1)C1(CCCCCC1)C(=O)O[C@H]1C[N+]2(CCC1CC2)CCNC(=O)C2=NC=CC=C2 ((R)-3-(1-Phenyl-cycloheptanecarbonyloxy)-1-{2-[(pyridine-2-carbonyl) -amino]-ethyl}-1-azonia-bicyclo[2.2.2]octane bromide). Isolated yield 33.0%. Reaction SMILES: [Br:1][CH2:2][CH2:3][NH:4][C:5]([C:7]1[CH:12]=[CH:11][CH:10]=[CH:9][N:8]=1)=[O:6].[N:13]12[CH2:20][CH2:19][CH:16]([CH2:17][CH2:18]1)[C@@H:15]([O:21][C:22]([C:24]1([C:31]3[CH:36]=[CH:35][CH:34]=[CH:33][CH:32]=3)[CH2:30][CH2:29][CH2:28][CH2:27][CH2:26][CH2:25]1)=[O:23])[CH2:14]2>C(#N)C>[Br-:1].[C:31]1([C:24]2([C:22]([O:21][C@@H:15]3[CH:16]4[CH2:19][CH2:20][N+:13]([CH2:2][CH2:3][NH:4][C:5]([C:7]5[CH:12]=[CH:11][CH:10]=[CH:9][N:8]=5)=[O:6])([CH2:18][CH2:17]4)[CH2:14]3)=[O:23])[CH2:30][CH2:29][CH2:28][CH2:27][CH2:26][CH2:25]2)[CH:32]=[CH:33][CH:34]=[CH:35][CH:36]=1 |f:3.4|. Procedure details: Pyridine-2-carboxylic acid (2-bromo-ethyl)-amide (Example 60a) (75 mg) was added to a solution of 1-phenyl-cycloheptanecarboxylic acid (R)-(1-aza-bicyclo[2.2.2]oct-3-yl)ester (Example 14e) (98 mg) in acetonitrile (2 mL). The reaction mixture was allowed to stir at room temperature for 16 h. A further 10 mg of pyridine-2-carboxylic acid (2-bromo-ethyl) -amide was added and the reaction mixture was stirred for 8 h. The volatiles were evaporated and the residue was purified by silica gel chromatogr...